This data is from the Open Reaction Database (ORD), a public repository of structured organic reaction records. The task is: describe an organic reaction: reactants, conditions, products, and yield Starting materials: BrC1=CC(=C(C=C1)N)OC (4-bromo-2-methoxybenzenamine), CC1(CB(CC1(C)C)C1=CCN(CC1)C(=O)OC(C)(C)C)C (tert-butyl 4-(3,3,4,4-tetramethylborolan-1-yl)-5,6-dihydropyridine-1(2H)-carboxylate), C([O-])([O-])=O.[Na+].[Na+] (sodium carbonate). The reagents and catalysts are C1(=CC=CC=C1)P([C-]1C=CC=C1)C1=CC=CC=C1.[C-]1(C=CC=C1)P(C1=CC=CC=C1)C1=CC=CC=C1.[Fe+2] (1,1′-bis(diphenylphosphino)ferrocene), Cl[Pd]Cl (dichloropalladium(II)). The solvent is O1CCOCC1 (dioxane), O (water). Run at temperature 90 celsius. Product: NC1=C(C=C(C=C1)C1=CCN(CC1)C(=O)OC(C)(C)C)OC (tert-butyl 4-(4-amino-3-methoxyphenyl)-5,6-dihydropyridine-1(2H)-carboxylate). RXN SMILES: Br[C:2]1[CH:7]=[CH:6][C:5]([NH2:8])=[C:4]([O:9][CH3:10])[CH:3]=1.CC1(C)C(C)(C)CB([C:19]2[CH2:24][CH2:23][N:22]([C:25]([O:27][C:28]([CH3:31])([CH3:30])[CH3:29])=[O:26])[CH2:21][CH:20]=2)C1.C(=O)([O-])[O-].[Na+].[Na+]>O1CCOCC1.O.C1(P(C2C=CC=CC=2)[C-]2C=CC=C2)C=CC=CC=1.[C-]1(P(C2C=CC=CC=2)C2C=CC=CC=2)C=CC=C1.[Fe+2].Cl[Pd]Cl>[NH2:8][C:5]1[CH:6]=[CH:7][C:2]([C:19]2[CH2:24][CH2:23][N:22]([C:25]([O:27][C:28]([CH3:31])([CH3:30])[CH3:29])=[O:26])[CH2:21][CH:20]=2)=[CH:3][C:4]=1[O:9][CH3:10] |f:2.3.4,7.8.9|. Procedure details: A mixture of 4-bromo-2-methoxybenzenamine (1.21 g, 6.0 mmol), tert-butyl 4-(3,3,4,4-tetramethylborolan-1-yl)-5,6-dihydropyridine-1(2H)-carboxylate (1.95 g, 6.3 mmol), sodium carbonate (1.91 g, 18 mmol) and 1,1′-bis(diphenylphosphino)ferrocene]dichloropalladium(II) (0.22 g, 0.3 mmol) in dioxane (25 mL) and water (5 mL) was degassed with nitrogen and heated to 90° C. for 15 hours. After cooling to ambient temperature, the mixture was filtered, concentrated and purified by flash chromatography elut... The reactants are Cc1nc(NC(=O)c2ccccc2)sc1C(=O)O, CC(C)COC(=O)Cl, CCC(N)c1ccccc1, CN1CCOCC1, C1CCOC1. Product: CCC(NC(=O)c1sc(NC(=O)c2ccccc2)nc1C)c1ccccc1. As a reaction SMILES: [C:1]([c:2]1[cH:3][cH:4][cH:5][cH:6][cH:7]1)(=[O:8])[NH:9][c:10]1[s:11][c:12]([C:16](=[O:17])[OH:18])[c:13]([CH3:15])[n:14]1.[CH2:26]([O:27][C:28]([Cl:29])=[O:30])[CH:31]([CH3:32])[CH3:33].[CH2:34]([CH3:35])[CH:36]([c:37]1[cH:38][cH:39][cH:40][cH:41][cH:42]1)[NH2:43].[CH3:19][N:20]1[CH2:21][CH2:22][O:23][CH2:24][CH2:25]1.[O:44]1[CH2:45][CH2:46][CH2:47][CH2:48]1>>[C:1]([c:2]1[cH:3][cH:4][cH:5][cH:6][cH:7]1)(=[O:8])[NH:9][c:10]1[s:11][c:12]([C:16](=[O:18])[NH:43][CH:36]([CH2:34][CH3:35])[c:37]2[cH:38][cH:39][cH:40][cH:41][cH:42]2)[c:13]([CH3:15])[n:14]1. Starting materials: O=C(Cl)c1ccccc1, CC(C)=O, Cl, Nc1cc(F)cc(F)c1, [NH4+], [NH4+], [Na+], [OH-], [OH-], O, N#C[S-]. The product is NC(=S)Nc1cc(F)cc(F)c1. RXN SMILES: [C:1]([Cl:2])(=[O:3])[c:4]1[cH:5][cH:6][cH:7][cH:8][cH:9]1.[CH3:28][C:29](=[O:30])[CH3:31].[ClH:25].[F:14][c:15]1[cH:16][c:17]([NH2:18])[cH:19][c:20]([F:22])[cH:21]1.[NH4+:13].[NH4+:26].[Na+:24].[OH-:23].[OH-:27].[OH2:32].[S-:10][C:11]#[N:12]>>[S:10]=[C:11]([NH2:12])[NH:18][c:17]1[cH:16][c:15]([F:14])[cH:21][c:20]([F:22])[cH:19]1. Reactants: C(C=C)I (allyl iodide), C(C)OC([C@H]1N(C[C@@H](C1)O)C(=O)OC(C)(C)C)=O (N-(tert-butoxycarbonyl)-trans-4-hydroxy-L-proline ethyl ester). The reagents and catalysts are [Ag]=O (silver oxide). Solvent: CN(C=O)C (dimethylformamide). Reaction conditions: temperature 25 celsius, time 12 hour. Product: C(C)OC([C@H]1N(C[C@@H](C1)OCC=C)C(=O)OC(C)(C)C)=O (N-(tert-butoxycarbonyl)-trans-4-allyloxy-L-proline ethyl ester). Yield: 94.0%. RXN SMILES: [CH2:1](I)[CH:2]=[CH2:3].[CH2:5]([O:7][C:8](=[O:22])[C@@H:9]1[CH2:13][C@@H:12]([OH:14])[CH2:11][N:10]1[C:15]([O:17][C:18]([CH3:21])([CH3:20])[CH3:19])=[O:16])[CH3:6]>CN(C)C=O.[Ag]=O>[CH2:5]([O:7][C:8](=[O:22])[C@@H:9]1[CH2:13][C@@H:12]([O:14][CH2:3][CH:2]=[CH2:1])[CH2:11][N:10]1[C:15]([O:17][C:18]([CH3:21])([CH3:20])[CH3:19])=[O:16])[CH3:6]. Procedure: Freshly prepared silver oxide (5.32 g, 3 eq.) and allyl iodide (15 mL, 4 eq.) were added to a solution of N-(tert-butoxycarbonyl)-trans-4-hydroxy-L-proline ethyl ester (2.2 g, 7.71 mmol) in dimethylformamide (15 mL) under a nitrogen atmosphere. The reaction mixture was stirred at 25° C. for 12 hours, then at 55° C. for 5 hours. The reaction mixture was filtered, poured into ethyl acetate, washed twice with water, once with brine, dried (Na2SO4), concentrated and purifed by flash chromatography (... The reactants are CC(=O)OC(C)=O, COc1ccc2c(c1)C(=O)CCC2. Product: COc1ccc2c(c1)C(=O)C(C(C)=O)CC2. RXN SMILES: [CH3:14][C:15](=[O:16])[O:17][C:18](=[O:19])[CH3:20].[CH3:1][O:2][c:3]1[cH:4][cH:5][c:6]2[c:11]([cH:12]1)[C:10](=[O:13])[CH2:9][CH2:8][CH2:7]2>>[CH3:1][O:2][c:3]1[cH:4][cH:5][c:6]2[c:11]([cH:12]1)[C:10](=[O:13])[CH:9]([C:15]([CH3:14])=[O:16])[CH2:8][CH2:7]2. RXN SMILES: [CH:23]1([N:24]=[C:25]=[N:26][CH:27]2[CH2:28][CH2:29][CH2:30][CH2:31][CH2:32]2)[CH2:33][CH2:34][CH2:35][CH2:36][CH2:37]1.[Cl:49][CH2:50][Cl:51].[N:1]([OH:2])=[C:3]1[C:4]2([CH3:5])[CH:6]([CH2:7][CH2:8]1)[CH:9]1[CH2:10][CH:11]=[C:12]3[CH2:13][CH:14]([OH:22])[CH2:15][CH2:16][C:17]3([CH3:18])[CH:19]1[CH2:20][CH2:21]2.[OH:38][C:39](=[O:40])[CH2:41][O:42][c:43]1[cH:44][cH:45][cH:46][cH:47][cH:48]1>>[N:1]([OH:2])=[C:3]1[C:4]2([CH3:5])[CH:6]([CH2:7][CH2:8]1)[CH:9]1[CH2:10][CH:11]=[C:12]3[CH2:13][CH:14]([O:22][C:39](=[O:38])[CH2:41][O:42][c:43]4[cH:44][cH:45][cH:46][cH:47][cH:48]4)[CH2:15][CH2:16][C:17]3([CH3:18])[CH:19]1[CH2:20][CH2:21]2. Yields the product CC12CCC(OC(=O)COc3ccccc3)CC1=CCC1C2CCC2(C)C(=NO)CCC12. Reactants: C(=NC1CCCCC1)=NC1CCCCC1, ClCCl, CC12CCC(O)CC1=CCC1C2CCC2(C)C(=NO)CCC12, O=C(O)COc1ccccc1.